This data is from the Open Reaction Database (ORD), a public repository of structured organic reaction records. The task is: describe an organic reaction: reactants, conditions, products, and yield Reactants: Cn1nccc1-c1oc(C(=O)NC(Cc2ccccc2)CN(C(=O)[O-])C(C)(C)C)cc1Br, ClCCl, O=C(O)C(F)(F)F. Product: O=C(O)C(F)(F)F, Cn1nccc1-c1oc(C(=O)NC(CN)Cc2ccccc2)cc1Br. Reaction SMILES: [CH3:1][C:2]([N:5]([C:3](=[O:4])[O-:6])[CH2:9][CH:10]([CH2:11][c:12]1[cH:13][cH:14][cH:15][cH:16][cH:17]1)[NH:18][C:19](=[O:20])[c:21]1[o:22][c:23](-[c:27]2[cH:28][cH:29][n:30][n:31]2[CH3:32])[c:24]([Br:26])[cH:25]1)([CH3:7])[CH3:8].[Cl:40][CH2:41][Cl:42].[F:33][C:34]([C:35](=[O:36])[OH:37])([F:38])[F:39]>>[F:33][C:34]([C:35](=[O:36])[OH:37])([F:38])[F:39].[NH2:5][CH2:9][CH:10]([CH2:11][c:12]1[cH:13][cH:14][cH:15][cH:16][cH:17]1)[NH:18][C:19](=[O:20])[c:21]1[o:22][c:23](-[c:27]2[cH:28][cH:29][n:30][n:31]2[CH3:32])[c:24]([Br:26])[cH:25]1.